From a dataset of the Open Reaction Database (ORD), a public repository of structured organic reaction records. describe an organic reaction: reactants, conditions, products, and yield Starting materials: CC(C)(C)O, Cc1cc(Nc2cc(Cl)nc(S(C)(=O)=O)n2)[nH]n1, Cc1ccc2cc(S)cc(F)c2n1. Product: Cc1cc(Nc2cc(Cl)nc(Sc3cc(F)c4nc(C)ccc4c3)n2)[nH]n1. RXN SMILES: [C:32]([OH:33])([CH3:34])([CH3:35])[CH3:36].[Cl:14][c:15]1[cH:16][c:17]([NH:25][c:26]2[cH:27][c:28]([CH3:31])[n:29][nH:30]2)[n:18][c:19]([S:21]([CH3:22])(=[O:23])=[O:24])[n:20]1.[F:1][c:2]1[cH:3][c:4]([SH:13])[cH:5][c:6]2[cH:7][cH:8][c:9]([CH3:12])[n:10][c:11]12>>[F:1][c:2]1[cH:3][c:4]([S:13][c:19]2[n:18][c:17]([NH:25][c:26]3[cH:27][c:28]([CH3:31])[n:29][nH:30]3)[cH:16][c:15]([Cl:14])[n:20]2)[cH:5][c:6]2[cH:7][cH:8][c:9]([CH3:12])[n:10][c:11]12. Reactants: FC=1C(=CC2=C(N=C(O2)C=2C(=CC(=C(C2)[C@]2(NC(COC(C2(F)F)(C)C)=S)C)F)F)C1)F ((R)-5-[5-(5,6-difluoro-benzo oxazol-2-yl)-2,4-difluoro-phenyl]-6,6-difluoro-5,7,7-trimethyl-[1,4]oxazepan-3-thione), N (ammonia), C(C)(C)(C)OO (tert-butylhydroperoxide). Product: FC=1C(=CC2=C(N=C(O2)C=2C(=CC(=C(C2)[C@]2(N=C(COC(C2(F)F)(C)C)N)C)F)F)C1)F ((R)-5-[5-(5,6-Difluoro-benzooxazol-2-yl)-2,4-difluoro-phenyl]-6,6-difluoro-5,7,7-trimethyl-2,5,6,7-tetrahydro-[1,4]oxazepin-3-ylamine). Isolated yield 24.0%. RXN SMILES: [F:1][C:2]1[C:3]([F:32])=[CH:4][C:5]2[O:9][C:8]([C:10]3[C:11]([F:30])=[CH:12][C:13]([F:29])=[C:14]([C@:16]4([CH3:28])[C:22]([F:24])([F:23])[C:21]([CH3:26])([CH3:25])[O:20][CH2:19][C:18](=S)[NH:17]4)[CH:15]=3)=[N:7][C:6]=2[CH:31]=1.[NH3:33].C(OO)(C)(C)C>>[F:1][C:2]1[C:3]([F:32])=[CH:4][C:5]2[O:9][C:8]([C:10]3[C:11]([F:30])=[CH:12][C:13]([F:29])=[C:14]([C@:16]4([CH3:28])[C:22]([F:24])([F:23])[C:21]([CH3:26])([CH3:25])[O:20][CH2:19][C:18]([NH2:33])=[N:17]4)[CH:15]=3)=[N:7][C:6]=2[CH:31]=1. Reported procedure: In a manner analogous to that described in Example 2c), the ammonolysis of (R)-5-[5-(5,6-difluoro-benzo oxazol-2-yl)-2,4-difluoro-phenyl]-6,6-difluoro-5,7,7-trimethyl-[1,4]oxazepan-3-thione (83 mg, 175 μmol) with ammonia (7M in methanol; 1.72 ml) and tert-butylhydroperoxide (70% in water; 183 μl) yielded the title compound (19 mg, 24% yield). MS (ISP): m/z=458.2 [M+H]+. The reactants are Fc1ccc2c(CBr)nsc2c1, O=C([O-])[O-], CCOC(C)=O, CCOCC, Cl, Cl, O=S(=O)(CC1CNC1)c1ccc(F)cc1, [K+], [K+], [Na+], CN(C)C=O, [OH-]. Yields the product O=S(=O)(CC1CN(Cc2nsc3cc(F)ccc23)C1)c1ccc(F)cc1, Cl. RXN SMILES: [Br:1][CH2:2][c:3]1[n:4][s:5][c:6]2[c:7]1[cH:8][cH:9][c:10]([F:12])[cH:11]2.[C:29](=[O:30])([O-:31])[O-:32].[CH3:43][CH2:44][O:45][C:46]([CH3:47])=[O:48].[CH3:49][CH2:50][O:51][CH2:52][CH3:53].[ClH:13].[ClH:35].[F:14][c:15]1[cH:16][cH:17][c:18]([S:21](=[O:22])(=[O:23])[CH2:24][CH:25]2[CH2:26][NH:27][CH2:28]2)[cH:19][cH:20]1.[K+:33].[K+:34].[Na+:42].[O:36]=[CH:37][N:38]([CH3:39])[CH3:40].[OH-:41]>>[CH2:2]([c:3]1[n:4][s:5][c:6]2[c:7]1[cH:8][cH:9][c:10]([F:12])[cH:11]2)[N:27]1[CH2:26][CH:25]([CH2:24][S:21]([c:18]2[cH:17][cH:16][c:15]([F:14])[cH:20][cH:19]2)(=[O:22])=[O:23])[CH2:28]1.[ClH:13]. Reactants: FC1=C(C#N)C=CC(=C1)Br (2-fluoro-4-bromobenzonitrile), C(C)(C)[Mg]Cl (isopropylmagnesium chloride), ClC(C)C (2-chloropropane), CN(CCOCCN(C)C)C (2-(2-(dimethylamino)ethoxy)-N,N-dimethylethanamine), [Mg] (magnesium), COB(OC)OC (trimethylborate). Run in O1CCCC1 (THF), O1CCCC1 (tetrahydrofuran). Run at temperature 16 celsius, time 2 hour. Product: FC=1C=C(C=CC1C#N)B(O)O (3-fluoro-4-cyanophenyl boronic acid). The yield is 48.5%. As a reaction SMILES: [F:1][C:2]1[CH:9]=[C:8](Br)[CH:7]=[CH:6][C:3]=1[C:4]#[N:5].C([Mg]Cl)(C)C.[Mg].ClC(C)C.CN(C)CCOCCN(C)C.C[O:33][B:34](OC)[O:35]C>O1CCCC1>[F:1][C:2]1[CH:9]=[C:8]([B:34]([OH:35])[OH:33])[CH:7]=[CH:6][C:3]=1[C:4]#[N:5]. Reported procedure: A solution of 2-fluoro-4-bromobenzonitrile (18, 12.5 Kg, 62.5 mol) in anhydrous tetrahydrofuran (THF, 30 L) was treated with a solution of isopropylmagnesium chloride generated from magnesium (Mg, 1.8 Kg, 150 mol, 1.2 equiv) an 2-chloropropane (7.2 Kg, 92 mol, 1.47 equiv) in THF (20 L) and 2-(2-(dimethylamino)ethoxy)-N,N-dimethylethanamine (11 Kg, 69 mol, 1.1 equiv) at room temperature. The resulting mixture was then stirred at 12-20° C. for an additional 2 h before being treated with trimethylb... Reactants: C(#N)CC(=O)O (Cyanoacetic acid), [Cl-].[Na+] (sodium chloride), N1CCC(C(=O)O)CC1 (isonipecotic acid), C=O (formaldehyde). The solvent is C(Cl)Cl (methylene chloride), O1CCOCC1 (dioxane). Reaction conditions: temperature 35 celsius. Product: C(=O)(O)C1CCN(CC1)CC(C#N)=C (2-(4-Carboxy-1-piperidylmethyl)propenenitrile). RXN SMILES: [C:1]([CH2:3][C:4](O)=O)#[N:2].[NH:7]1[CH2:15][CH2:14][CH:10]([C:11]([OH:13])=[O:12])[CH2:9][CH2:8]1.[CH2:16]=O.[Cl-].[Na+]>C(Cl)Cl.O1CCOCC1>[C:11]([CH:10]1[CH2:14][CH2:15][N:7]([CH2:16][C:3](=[CH2:4])[C:1]#[N:2])[CH2:8][CH2:9]1)([OH:13])=[O:12] |f:3.4|. Procedure: Cyanoacetic acid (12.8 g. 0.15 mole) was dissolved in 25 ml. of dioxane. Next, isonipecotic acid (19.4 g., 0.15 mole) was added. Then, 37% aqueous formaldehyde (25 g., 0.3 mole) was dripped in and the temperature maintained at a maximum of 35° C. After mixing overnight sodium chloride was added to saturation and methylene chloride used to extract the mixture. The organic phase was washed with water, dried over anhydrous sodium sulfate and after filtration, concentrated. Most of the product appea... The reactants are CC(C)([O-])C.[K+] (Potassium t-butoxide), [N+](=O)([O-])C1=CC(=CC=C1)[N+](=O)[O-] (m-dinitrobenzene), C(CC1=CC=CC=C1)O (phenethyl alcohol), CN(P(=O)(N(C)C)N(C)C)C (hexamethylphosphoramide). The solvent is O (water). Reaction conditions: time 7 day. Yields the product C1(=CC=CC=C1)CCOC=1C=C(C=CC1)[N+](=O)[O-] (3-phenylethyloxynitrobenzene). Yield: 219.9%. Reaction SMILES: CC(C)([O-])C.[K+].[N+]([C:10]1[CH:15]=[CH:14][CH:13]=[C:12]([N+:16]([O-:18])=[O:17])[CH:11]=1)([O-])=O.[CH2:19]([OH:27])[CH2:20][C:21]1[CH:26]=[CH:25][CH:24]=[CH:23][CH:22]=1.CN(C)P(N(C)C)(N(C)C)=O>O>[C:21]1([CH2:20][CH2:19][O:27][C:10]2[CH:11]=[C:12]([N+:16]([O-:18])=[O:17])[CH:13]=[CH:14][CH:15]=2)[CH:26]=[CH:25][CH:24]=[CH:23][CH:22]=1 |f:0.1|. Procedure: Potassium t-butoxide (11.2 g; 0.1 mol) is added under a nitrogen atmosphere to a stirred mixture of m-dinitrobenzene (16.8 g; 0.1 mol), phenethyl alcohol (12.2 g; 0.1 mol) and hexamethylphosphoramide (HMPA; 200 ml). Almost instantly a dark red color develops and then slowly fades in the course of the reaction and turns black. The reaction mixture is stirred for 7 days at room temperature. It is then drowned in water, and extracted twice with methylene chloride (500 ml). The methylene chloride so... Reactants: CC1(C)CCC(C)(C)c2cc(C(=O)O)ccc21, CN(C)c1ccncc1, COC(=O)c1ccc(N)cc1, CN(C)C=O, O, O=S(Cl)Cl. Yields the product COC(=O)c1ccc(NC(=O)c2ccc3c(c2)C(C)(C)CCC3(C)C)cc1. RXN SMILES: [CH3:1][C:2]1([CH3:17])[c:3]2[cH:4][cH:5][c:6]([C:14](=[O:15])[OH:16])[cH:7][c:8]2[C:9]([CH3:12])([CH3:13])[CH2:10][CH2:11]1.[CH3:39][N:40]([c:41]1[cH:42][cH:43][n:44][cH:45][cH:46]1)[CH3:47].[NH2:23][c:24]1[cH:25][cH:26][c:27]([C:28](=[O:29])[O:30][CH3:31])[cH:32][cH:33]1.[O:18]=[CH:19][N:20]([CH3:21])[CH3:22].[OH2:34].[S:35]([Cl:36])([Cl:37])=[O:38]>>[CH3:1][C:2]1([CH3:17])[c:3]2[cH:4][cH:5][c:6]([C:14](=[O:15])[NH:23][c:24]3[cH:25][cH:26][c:27]([C:28](=[O:29])[O:30][CH3:31])[cH:32][cH:33]3)[cH:7][c:8]2[C:9]([CH3:12])([CH3:13])[CH2:10][CH2:11]1.